Task: describe an organic reaction: reactants, conditions, products, and yield. Dataset: the Open Reaction Database (ORD), a public repository of structured organic reaction records Starting materials: ClCC1CO1, [H-], Oc1cc(C(F)(F)F)ccc1I, [Na+], CN(C)C=O. Product: FC(F)(F)c1ccc(I)c(OCC2CO2)c1. RXN SMILES: [Cl:15][CH2:16][CH:17]1[CH2:18][O:19]1.[H-:14].[I:1][c:2]1[c:3]([OH:12])[cH:4][c:5]([C:8]([F:9])([F:10])[F:11])[cH:6][cH:7]1.[Na+:13].[O:20]=[CH:21][N:22]([CH3:23])[CH3:24]>>[I:1][c:2]1[c:3]([O:12][CH2:16][CH:17]2[CH2:18][O:19]2)[cH:4][c:5]([C:8]([F:9])([F:10])[F:11])[cH:6][cH:7]1. Reactants: CN(C)c1ccncc1, CN(O)C(=O)OC(C)(C)C, [Cl-], [NH4+], O=C1CCC(=O)O1. Product: CN(OC(=O)CCC(=O)O)C(=O)OC(C)(C)C. Reaction SMILES: [CH3:18][N:19]([c:20]1[cH:21][cH:22][n:23][cH:24][cH:25]1)[CH3:26].[CH3:1][N:2]([OH:3])[C:4](=[O:5])[O:6][C:7]([CH3:8])([CH3:9])[CH3:10].[Cl-:27].[NH4+:28].[O:11]=[C:12]1[CH2:13][CH2:14][C:15](=[O:16])[O:17]1>>[CH3:1][N:2]([O:3][C:15]([CH2:14][CH2:13][C:12](=[O:11])[OH:17])=[O:16])[C:4](=[O:5])[O:6][C:7]([CH3:8])([CH3:9])[CH3:10]. Reactants: CCOCC, Fc1ccc(CC2CCNCC2)cc1, O=C(O)C(=O)Nc1ccc2nc(S)[nH]c2c1. The product is O=C(Nc1ccc2nc(S)[nH]c2c1)C(=O)N1CCC(Cc2ccc(F)cc2)CC1. RXN SMILES: [CH2:31]([O:32][CH2:33][CH3:34])[CH3:35].[F:17][c:18]1[cH:19][cH:20][c:21]([CH2:22][CH:23]2[CH2:24][CH2:25][NH:26][CH2:27][CH2:28]2)[cH:29][cH:30]1.[SH:1][c:2]1[nH:3][c:4]2[c:5]([n:6]1)[cH:7][cH:8][c:9]([NH:11][C:12]([C:13](=[O:14])[OH:15])=[O:16])[cH:10]2>>[SH:1][c:2]1[nH:3][c:4]2[c:5]([n:6]1)[cH:7][cH:8][c:9]([NH:11][C:12]([C:13](=[O:15])[N:26]1[CH2:25][CH2:24][CH:23]([CH2:22][c:21]3[cH:20][cH:19][c:18]([F:17])[cH:30][cH:29]3)[CH2:28][CH2:27]1)=[O:16])[cH:10]2. Reactants: C(=O)C=1C=C2C=CN(C2=CC1)CC1=CC=C(C#N)C=C1 (4-(5-Formyl-indol-1-ylmethyl)-benzonitrile), C([O-])([O-])=O.[K+].[K+] (potassium carbonate), CS(=O)C (dimethylsulfoxide), OO (hydrogen peroxide). The solvent is O (water). Run at time 4 hour. The product is C(=O)C=1C=C2C=CN(C2=CC1)CC1=CC=C(C(=O)N)C=C1 (4-(5-Formyl-indol-1-ylmethyl)-benzamide). Isolated yield 169.4%. Reaction SMILES: [CH:1]([C:3]1[CH:4]=[C:5]2[C:9](=[CH:10][CH:11]=1)[N:8]([CH2:12][C:13]1[CH:20]=[CH:19][C:16]([C:17]#[N:18])=[CH:15][CH:14]=1)[CH:7]=[CH:6]2)=[O:2].C(=O)([O-])[O-:22].[K+].[K+].CS(C)=O.OO>O>[CH:1]([C:3]1[CH:4]=[C:5]2[C:9](=[CH:10][CH:11]=1)[N:8]([CH2:12][C:13]1[CH:20]=[CH:19][C:16]([C:17]([NH2:18])=[O:22])=[CH:15][CH:14]=1)[CH:7]=[CH:6]2)=[O:2] |f:1.2.3|. Procedure details: Mix 4-(5-Formyl-indol-1-ylmethyl)-benzonitrile (0.73 g, 2.8 mmol), potassium carbonate (0.19 g, 1.4 mmol), and dimethylsulfoxide (14 mL) in a flask. Cool 10 minutes in an ice bath and add hydrogen peroxide (0.95 mL, 30% wt in water) dropwise. Remove ice bath and stir at rt for 4 hrs. Pour into water (30 mL). After trituration, filter the solid formed and dry on a vacuum pump to obtain the product as a white solid (0.66 g, 88%). 1H NMR (DMSO-d6) 9.95 (s, 1H), 8.17 (s, 1H), 7.89 (bs, 1H), 7.78 (d,...